From a dataset of the Open Reaction Database (ORD), a public repository of structured organic reaction records. describe an organic reaction: reactants, conditions, products, and yield Isolated yield 97.0%. Procedure: The title compound (0.60 g, 98%) was prepared by the general method of Example 312, step B from tert-butyl 2-[4-methoxy-2-(trifluoromethyl)phenyl]-5,6,8,9,10,11-hexahydro-4H-pyrido[3′,4′:4,5]pyrrolo[3,2,1-ij]quinoline-10(7aH)-carboxylate (0.78 g, 1.6 mmol) as a white foam. 1H NMR (CDCl3, 300 MHz) δ2.20-2.30 (m, 2H), 2.79 (t, J=5.4 Hz, 2H), 2.90-3.20 (m, 3H), 3.30 (t, J=5.8 Hz, 2H), 3.91 (s, 3H), 3.98 (t, J=5.8 Hz, 2H), 4,12 (s, 2H), 6.84 (s, 1H), 7.07 (dd, J=2.5, 8.4 Hz, 1H), 7.18 (s, 1H), 7.25-... Reactants: COC1=CC(=C(C=C1)C=1C=C2CCCN3C2=C(C1)C1C3CCN(C1)C(=O)OC(C)(C)C)C(F)(F)F (tert-butyl 2-[4-methoxy-2-(trifluoromethyl)phenyl]-5,6,8,9,10,11-hexahydro-4H-pyrido[3′,4′:4,5]pyrrolo[3,2,1-ij]quinoline-10(7aH)-carboxylate). The solvent is CC#N (CH3CN). As a reaction SMILES: [CH3:1][O:2][C:3]1[CH:8]=[CH:7][C:6]([C:9]2[CH:10]=[C:11]3[C:16]4=[C:17]([CH:19]5[CH2:24][N:23](C(OC(C)(C)C)=O)[CH2:22][CH2:21][CH:20]5[N:15]4[CH2:14][CH2:13][CH2:12]3)[CH:18]=2)=[C:5]([C:32]([F:35])([F:34])[F:33])[CH:4]=1>CC#N>[CH3:1][O:2][C:3]1[CH:8]=[CH:7][C:6]([C:9]2[CH:10]=[C:11]3[C:16]4=[C:17]([C:19]5[CH2:24][NH:23][CH2:22][CH2:21][C:20]=5[N:15]4[CH2:14][CH2:13][CH2:12]3)[CH:18]=2)=[C:5]([C:32]([F:35])([F:33])[F:34])[CH:4]=1. Product: COC1=CC(=C(C=C1)C=1C=C2CCCN3C2=C(C1)C1=C3CCNC1)C(F)(F)F (2-[4-methoxy-2-(trifluoromethyl)phenyl]-5,6,8,9,10,11-hexahydro-4H-pyrido[3′,4′:4,5]pyrrolo[3,2,1-ij]quinoline). Reactants: C(C)(C)(C)OC(NCC1=NN=C(N1C1CC1)SCC=1N=C(SC1)NC(=O)NC1=C(C=C(C=C1)C)C(=O)C1CCCC1)=O ((5-{2-[3-(2-Cyclopentanecarbonyl-4-methyl-phenyl)-ureido]-thiazol-4-ylmethylsulfanyl}-4-cyclopropyl-4H-[1,2,4]triazol-3-ylmethyl)-carbamic acid tert-butyl ester), Cl (hydrochloric acid). Product: NCC=1N(C(=NN1)SCC=1N=C(SC1)NC(=O)NC1=C(C=C(C=C1)C)C(=O)C1CCCC1)C1CC1 (1-[4-(5-Aminomethyl-4-cyclopropyl-4H-[1,2,4]triazol-3-ylsulfanylmethyl)-thiazol-2-yl]-3-(2-cyclopentanecarbonyl-4-methyl-phenyl)-urea). The yield is 99.7%. RXN SMILES: C(OC(=O)[NH:7][CH2:8][C:9]1[N:13]([CH:14]2[CH2:16][CH2:15]2)[C:12]([S:17][CH2:18][C:19]2[N:20]=[C:21]([NH:24][C:25]([NH:27][C:28]3[CH:33]=[CH:32][C:31]([CH3:34])=[CH:30][C:29]=3[C:35]([CH:37]3[CH2:41][CH2:40][CH2:39][CH2:38]3)=[O:36])=[O:26])[S:22][CH:23]=2)=[N:11][N:10]=1)(C)(C)C.Cl>>[NH2:7][CH2:8][C:9]1[N:13]([CH:14]2[CH2:16][CH2:15]2)[C:12]([S:17][CH2:18][C:19]2[N:20]=[C:21]([NH:24][C:25]([NH:27][C:28]3[CH:33]=[CH:32][C:31]([CH3:34])=[CH:30][C:29]=3[C:35]([CH:37]3[CH2:38][CH2:39][CH2:40][CH2:41]3)=[O:36])=[O:26])[S:22][CH:23]=2)=[N:11][N:10]=1. Procedure: 1-[4-(5-Aminomethyl-4-cyclopropyl-4H-[1,2,4]triazol-3-ylsulfanylmethyl)-thiazol-2-yl]-3-(2-cyclopentanecarbonyl-4-methyl-phenyl)-urea (51 mg, 99%) was prepared from (5-{2-[3-(2-Cyclopentanecarbonyl-4-methyl-phenyl)-ureido]-thiazol-4-ylmethylsulfanyl}-4-cyclopropyl-4H-[1,2,4]triazol-3-ylmethyl)-carbamic acid tert-butyl ester (61 mg, 0.10 mmol) and hydrochloric acid (4 mL, 4.0 M. in dioxane) following the general deprotection procedure. Reactants: Cl (HCl), O1CCOCC1 (dioxane), COC=1C=C(C=C(C1)OC)NC=1C(=NC2=CC=CC=C2N1)NS(=O)(=O)C=1C=C(C=CC1)NC([C@H](C)NC(OC(C)(C)C)=O)=O ((S)-tert-butyl 1-(3-(N-(3-(3,5-dimethoxyphenylamino)quinoxalin-2-yl)sulfamoyl)phenylamino)-1-oxopropan-2-ylcarbamate). Run in C(Cl)Cl (DCM). Conditions: time 3 hour. Yields the product Cl.N[C@H](C(=O)NC1=CC(=CC=C1)S(NC1=NC2=CC=CC=C2N=C1NC1=CC(=CC(=C1)OC)OC)(=O)=O)C ((S)-2-amino-N-(3-(N-(3-(3,5-dimethoxyphenylamino)quinoxalin-2-yl)sulfamoyl)phenyl)propanamide hydrochloride). RXN SMILES: [ClH:1].O1CCOCC1.[CH3:8][O:9][C:10]1[CH:11]=[C:12]([NH:18][C:19]2[C:20]([NH:29][S:30]([C:33]3[CH:34]=[C:35]([NH:39][C:40](=[O:51])[C@@H:41]([NH:43]C(=O)OC(C)(C)C)[CH3:42])[CH:36]=[CH:37][CH:38]=3)(=[O:32])=[O:31])=[N:21][C:22]3[C:27]([N:28]=2)=[CH:26][CH:25]=[CH:24][CH:23]=3)[CH:13]=[C:14]([O:16][CH3:17])[CH:15]=1>C(Cl)Cl>[ClH:1].[NH2:43][C@@H:41]([CH3:42])[C:40]([NH:39][C:35]1[CH:36]=[CH:37][CH:38]=[C:33]([S:30](=[O:31])(=[O:32])[NH:29][C:20]2[C:19]([NH:18][C:12]3[CH:11]=[C:10]([O:9][CH3:8])[CH:15]=[C:14]([O:16][CH3:17])[CH:13]=3)=[N:28][C:27]3[C:22](=[CH:23][CH:24]=[CH:25][CH:26]=3)[N:21]=2)[CH:34]=1)=[O:51] |f:4.5|. Procedure: 4 M HCl is dioxane (10 mL) was added to a solution of (S)-tert-butyl 1-(3-(N-(3-(3,5-dimethoxyphenylamino)quinoxalin-2-yl)sulfamoyl)phenylamino)-1-oxopropan-2-ylcarbamate (160 mg) and DCM (15 mL). The mixture was stirred at r.t. for 3 hours. The solvent decanted and ether added to the solid, ether decanted to gave 80 mg product as HCl salt. 1H NMR (400 MHz, CD3OD) δ 8.50-8.49 (t, 1H), 7.89-7.87 (m, 1H), 7.74-7.72 (m, 1H), 7.61-7.5 (m, 3H), 7.40-7.36 (m, 2H), 7.21-7.20 (d, 2H), 6.23-6.21 (t, 1H),... Starting materials: N#Cc1cccc(-c2oc(C(=O)N3CCSC3)cc2-c2cc(F)cc(Cl)c2)c1, ClCCl, [Na+], [Na+], O=C(OO)c1cccc(Cl)c1, O=S([O-])([O-])=S. The product is N#Cc1cccc(-c2oc(C(=O)N3CCS(=O)C3)cc2-c2cc(F)cc(Cl)c2)c1. Reaction SMILES: [Cl:1][c:2]1[cH:3][c:4](-[c:9]2[c:10](-[c:21]3[cH:22][c:23]([C:27]#[N:28])[cH:24][cH:25][cH:26]3)[o:11][c:12]([C:14](=[O:15])[N:16]3[CH2:17][S:18][CH2:19][CH2:20]3)[cH:13]2)[cH:5][c:6]([F:8])[cH:7]1.[Cl:47][CH2:48][Cl:49].[Na+:45].[Na+:46].[OH:29][O:30][C:31]([c:32]1[cH:33][c:34]([Cl:35])[cH:36][cH:37][cH:38]1)=[O:39].[S:40]([O-:41])([O-:42])(=[O:43])=[S:44]>>[Cl:1][c:2]1[cH:3][c:4](-[c:9]2[c:10](-[c:21]3[cH:22][c:23]([C:27]#[N:28])[cH:24][cH:25][cH:26]3)[o:11][c:12]([C:14](=[O:15])[N:16]3[CH2:17][S:18](=[O:29])[CH2:19][CH2:20]3)[cH:13]2)[cH:5][c:6]([F:8])[cH:7]1. The reactants are CCOC(=O)CCOc1ccc(O)cc1, CC(=O)CC(C)C, CCOC(=O)c1c(Cl)cc(C(F)(F)F)nc1C(F)(F)F, [K+], [K+], O=C([O-])[O-]. The product is CCOC(=O)CCOc1ccc(Oc2cc(C(F)(F)F)nc(C(F)(F)F)c2C(=O)OCC)cc1. RXN SMILES: [CH2:21]([CH3:22])[O:23][C:24](=[O:25])[CH2:26][CH2:27][O:28][c:29]1[cH:30][cH:31][c:32]([OH:35])[cH:33][cH:34]1.[CH2:42]([C:43]([CH3:44])=[O:45])[CH:46]([CH3:47])[CH3:48].[F:1][C:2]([c:3]1[n:4][c:5]([C:15]([F:16])([F:17])[F:18])[cH:6][c:7]([Cl:14])[c:8]1[C:9](=[O:10])[O:11][CH2:12][CH3:13])([F:19])[F:20].[K+:36].[K+:37].[O-:38][C:39]([O-:40])=[O:41]>>[F:1][C:2]([c:3]1[n:4][c:5]([C:15]([F:16])([F:17])[F:18])[cH:6][c:7]([O:35][c:32]2[cH:31][cH:30][c:29]([O:28][CH2:27][CH2:26][C:24]([O:23][CH2:21][CH3:22])=[O:25])[cH:34][cH:33]2)[c:8]1[C:9](=[O:10])[O:11][CH2:12][CH3:13])([F:19])[F:20].